From a dataset of the Open Reaction Database (ORD), a public repository of structured organic reaction records. describe an organic reaction: reactants, conditions, products, and yield Reactants: CCCCP(CCCC)CCCC, FC(F)(F)CCCl, Cl[SiH](Cl)Cl. Yields the product FC(F)(F)CC[Si](Cl)(Cl)Cl. Reaction SMILES: [CH2:1]([P:2]([CH2:3][CH2:4][CH2:5][CH3:6])[CH2:7][CH2:8][CH2:9][CH3:10])[CH2:11][CH2:12][CH3:13].[Cl:14][CH2:15][CH2:16][C:17]([F:18])([F:19])[F:20].[Cl:21][SiH:22]([Cl:23])[Cl:24]>>[CH2:15]([CH2:16][C:17]([F:18])([F:19])[F:20])[Si:22]([Cl:21])([Cl:23])[Cl:24]. The reactants are CCOC(=O)/N=N/C(=O)OCC (DEAD), COC1=C(C=C(C=C1)[N+](=O)[O-])O (2-methoxy-5-nitrophenol), CN1[C@@H](CCC1)CO ((S)-1-methyl-2-hydroxymethylpyrrolidine), C1(=CC=CC=C1)P(C1=CC=CC=C1)C1=CC=CC=C1 (triphenylphosphine). The solvent is C1CCOC1 (THF). Run at time 16 hour. Product: CN1[C@H](CCC1)OC1=C(C=CC(=C1)[N+](=O)[O-])OC ((S)-1-Methyl-2-(2-methoxy-5-nitrophenoxy)-pyrrolidine). Isolated yield 89.7%. RXN SMILES: [CH3:1][O:2][C:3]1[CH:8]=[CH:7][C:6]([N+:9]([O-:11])=[O:10])=[CH:5][C:4]=1[OH:12].[CH3:13][N:14]1[CH2:18][CH2:17][CH2:16][C@H:15]1CO.C1(P(C2C=CC=CC=2)C2C=CC=CC=2)C=CC=CC=1.CCOC(/N=N/C(OCC)=O)=O>C1COCC1>[CH3:13][N:14]1[CH2:18][CH2:17][CH2:16][C@@H:15]1[O:12][C:4]1[CH:5]=[C:6]([N+:9]([O-:11])=[O:10])[CH:7]=[CH:8][C:3]=1[O:2][CH3:1]. Procedure: A solution of 2-methoxy-5-nitrophenol (5.58 g; 0.033 mol), (S)-1-methyl-2-hydroxymethylpyrrolidine (3.45 g; 0.03 mol) and triphenylphosphine (8.65 g; 0.033 mol) in dry THF (80 ml) was cooled to 50 and treated with DEAD (5.2 ml; 0.033 mol) over 15 min. The reaction mixture was allowed to stand at RT for 16 h, then evaporated in vacuo and partitioned 5% NaOH(aq)/Et2O. The organic phase was separated and extracted with 10% HCl(aq). The aqueous extract was washed with Et2O, basified with 40% NaOH(aq... Starting materials: ClC=1C=C(C=2N(N1)C=C(N2)C=O)N2CCOCC2 (6-Chloro-8-morpholinoimidazo[1,2-b]pyridazine-2-carbaldehyde), BrC=1C=NC=CC1 (3-bromopyridine). Product: ClC=1C=C(C=2N(N1)C(=C(N2)C=O)C=2C=NC=CC2)N2CCOCC2 (6-Chloro-8-morpholino-3-(pyridin-3-yl)imidazo[1,2-b]pyridazine-2-carbaldehyde). RXN SMILES: [Cl:1][C:2]1[CH:3]=[C:4]([N:13]2[CH2:18][CH2:17][O:16][CH2:15][CH2:14]2)[C:5]2[N:6]([CH:8]=[C:9]([CH:11]=[O:12])[N:10]=2)[N:7]=1.Br[C:20]1[CH:21]=[N:22][CH:23]=[CH:24][CH:25]=1>>[Cl:1][C:2]1[CH:3]=[C:4]([N:13]2[CH2:14][CH2:15][O:16][CH2:17][CH2:18]2)[C:5]2[N:6]([C:8]([C:20]3[CH:21]=[N:22][CH:23]=[CH:24][CH:25]=3)=[C:9]([CH:11]=[O:12])[N:10]=2)[N:7]=1. Procedure details: Compound 73e was a coupled with 3-bromopyridine (0.100 mL, 1.25 mmol) according to the procedures described in Example 20, Step A to afford compound 73f. Mass Spectrum (LCMS, ESI pos.): Calcd. for C16H14ClN5O2: 344.0 (M+H). found: 344.0.